Dataset: the Open Reaction Database (ORD), a public repository of structured organic reaction records. Task: describe an organic reaction: reactants, conditions, products, and yield Starting materials: Cc1nc(NC(=O)OC(C)(C)C)sc1-c1ccnc(C(C)(C)CN(C)C)c1, CO, ClCCl. The product is Cc1nc(N)sc1-c1ccnc(C(C)(C)CN(C)C)c1. Reaction SMILES: [C:1]([O:2][C:3](=[O:4])[NH:7][c:8]1[s:9][c:10](-[c:14]2[cH:15][c:16]([C:20]([CH2:21][N:22]([CH3:23])[CH3:24])([CH3:25])[CH3:26])[n:17][cH:18][cH:19]2)[c:11]([CH3:13])[n:12]1)([CH3:5])([CH3:6])[CH3:27].[CH3:31][OH:32].[Cl:28][CH2:29][Cl:30]>>[NH2:7][c:8]1[s:9][c:10](-[c:14]2[cH:15][c:16]([C:20]([CH2:21][N:22]([CH3:23])[CH3:24])([CH3:25])[CH3:26])[n:17][cH:18][cH:19]2)[c:11]([CH3:13])[n:12]1. Reactants: COC=1C=C2CCN3C(C2=CC1OC)=CC(=NC3=O)Cl (9,10-dimethoxy-2-chloro-6,7-dihydro-4H-pyrimido(6,1-a)isoquinolin-4-one), CC1=C(N)C(=CC=C1)C (2,6-dimethylaniline), C1=CC=CC=C1.C(C)(=O)OCC (benzene ethyl acetate). Run in C(CCC)O (butanol). Yields the product COC=1C=C2CCN3C(C2=CC1OC)=CC(=NC3=O)NC3=C(C=CC=C3C)C (9,10-Dimethoxy-2-(2,6-dimethylanilino)-6,7-dihydro-4H-pyrimido(6,1-a)isoquinolin-4-one). As a reaction SMILES: [CH3:1][O:2][C:3]1[CH:4]=[C:5]2[C:10](=[CH:11][C:12]=1[O:13][CH3:14])[C:9]1=[CH:15][C:16](Cl)=[N:17][C:18](=[O:19])[N:8]1[CH2:7][CH2:6]2.[CH3:21][C:22]1[CH:28]=[CH:27][CH:26]=[C:25]([CH3:29])[C:23]=1[NH2:24].C1C=CC=CC=1.C(OCC)(=O)C>C(O)CCC>[CH3:1][O:2][C:3]1[CH:4]=[C:5]2[C:10](=[CH:11][C:12]=1[O:13][CH3:14])[C:9]1=[CH:15][C:16]([NH:24][C:23]3[C:25]([CH3:29])=[CH:26][CH:27]=[CH:28][C:22]=3[CH3:21])=[N:17][C:18](=[O:19])[N:8]1[CH2:7][CH2:6]2 |f:2.3|. Procedure details: A solution of 9,10-dimethoxy-2-chloro-6,7-dihydro-4H-pyrimido(6,1-a)isoquinolin-4-one (2.5 g), 2,6-dimethylaniline (5.0 ml) in butanol (20.0 ml) is heated under reflux for 10 hours. The solvent is evaporated under reduced pressure to give a gummy mass. Chromatography of the gummy mass over silica gel using benzene-ethyl acetate as the eluant gives the required product. The compound is crystallized from methanol, yield 2.0 g, m.p. 297°-299° C. The reactants are BrC1=C(C=CC(=C1)Cl)F (2-bromo-4-chloro-1-fluorobenzene), [Li+].CC(C)[N-]C(C)C (LDA), C(=O)=O (dry ice). Solvent: C1CCOC1 (THF), C1CCOC1 (THF). Reaction conditions: temperature -78 celsius, time 1 hour. Product: BrC=1C(=C(C(=O)O)C=C(C1)Cl)F (3-Bromo-5-chloro-2-fluorobenzoic acid). As a reaction SMILES: [Br:1][C:2]1[CH:7]=[C:6]([Cl:8])[CH:5]=[CH:4][C:3]=1[F:9].[Li+].CC([N-]C(C)C)C.[C:18](=[O:20])=[O:19]>C1COCC1>[Br:1][C:2]1[C:3]([F:9])=[C:4]([CH:5]=[C:6]([Cl:8])[CH:7]=1)[C:18]([OH:20])=[O:19] |f:1.2|. Procedure details: A solution of 2-bromo-4-chloro-1-fluorobenzene (4.31 g, 20 mmol) was added dropwise to a −78° C. solution of LDA in THF (prepared from diisopropylamine (3.38 ml, 24 mmol) and n-BuLi (1.6 M, 13.1 ml, 21 mmol)). The mixture was stirred at −78° C. for 1 h, and then was transferred slowly (˜30-60 min) via cannula to a stirred −78° C. mixture of dry ice and THF (40 ml). The mixture was stirred at −78° C. for 1 h, and then was allowed to warm to rt (gas evolution). The mixture was concentrated, and wa... The reactants are O=[N+]([O-])c1ccc(CBr)cc1, CC(C)CC(C(=O)NN(Cc1ccc([N+](=O)[O-])cc1)S(C)(=O)=O)C(CC=Cc1ccccc1)C(=O)NOC1CCCCO1, CC(C)CC(C(=O)NNS(C)(=O)=O)C(CC=Cc1ccccc1)C(=O)NOC1CCCCO1. Yields the product CC(C)CC(C(=O)NN(Cc1ccc([N+](=O)[O-])cc1)S(C)(=O)=O)C(CC=Cc1ccccc1)C(=O)NO. Reaction SMILES: [O-:77][N+:78]([c:79]1[cH:80][cH:81][c:82]([CH2:83][Br:84])[cH:85][cH:86]1)=[O:87].[O:1]1[CH2:2][CH2:3][CH2:4][CH2:5][CH:6]1[O:7][NH:8][C:9](=[O:10])[CH:11]([CH2:12][CH:13]=[CH:14][c:15]1[cH:16][cH:17][cH:18][cH:19][cH:20]1)[CH:21]([C:22](=[O:23])[NH:24][N:25]([CH2:26][c:27]1[cH:28][cH:29][c:30]([N+:33](=[O:34])[O-:35])[cH:31][cH:32]1)[S:36](=[O:37])(=[O:38])[CH3:39])[CH2:40][CH:41]([CH3:42])[CH3:43].[O:44]1[CH2:45][CH2:46][CH2:47][CH2:48][CH:49]1[O:50][NH:51][C:52]([CH:53]([CH:54]([CH2:55][CH:56]([CH3:57])[CH3:58])[C:59]([NH:60][NH:61][S:62]([CH3:63])(=[O:64])=[O:65])=[O:66])[CH2:67][CH:68]=[CH:69][c:70]1[cH:71][cH:72][cH:73][cH:74][cH:75]1)=[O:76]>>[OH:7][NH:8][C:9](=[O:10])[CH:11]([CH2:12][CH:13]=[CH:14][c:15]1[cH:16][cH:17][cH:18][cH:19][cH:20]1)[CH:21]([C:22](=[O:23])[NH:24][N:25]([CH2:26][c:27]1[cH:28][cH:29][c:30]([N+:33](=[O:34])[O-:35])[cH:31][cH:32]1)[S:36](=[O:37])(=[O:38])[CH3:39])[CH2:40][CH:41]([CH3:42])[CH3:43]. The reactants are OC1=CC=C(C=C1)B(O)O ((4-Hydroxyphenyl)boronic acid), C(C1=CC=CC=C1)OC1=C(C=C(C(=O)OC)C=C1)Br (methyl 4-benzyloxy-3-bromobenzoate), C([O-])([O-])=O.[Cs+].[Cs+] (cesium carbonate), CO (methanol). Reagents/catalysts: C=1C=CC(=CC1)[P](C=2C=CC=CC2)(C=3C=CC=CC3)[Pd]([P](C=4C=CC=CC4)(C=5C=CC=CC5)C=6C=CC=CC6)([P](C=7C=CC=CC7)(C=8C=CC=CC8)C=9C=CC=CC9)[P](C=1C=CC=CC1)(C=1C=CC=CC1)C=1C=CC=CC1 (tetrakis(triphenylphosphine)palladium(0)). The solvent is C1(=CC=CC=C1)C (toluene). Reaction conditions: temperature 70 celsius, time 2 day. The product is C(C1=CC=CC=C1)OC1=CC=C(C=C1C1=CC=C(C=C1)O)C(=O)OC (methyl 6-(benzyloxy)-4′-hydroxybiphenyl-3-carboxylate). Isolated yield 68.6%. Reaction SMILES: [OH:1][C:2]1[CH:7]=[CH:6][C:5](B(O)O)=[CH:4][CH:3]=1.[CH2:11]([O:18][C:19]1[CH:28]=[CH:27][C:22]([C:23]([O:25][CH3:26])=[O:24])=[CH:21][C:20]=1Br)[C:12]1[CH:17]=[CH:16][CH:15]=[CH:14][CH:13]=1.C(=O)([O-])[O-].[Cs+].[Cs+].CO>C1C=CC([P]([Pd]([P](C2C=CC=CC=2)(C2C=CC=CC=2)C2C=CC=CC=2)([P](C2C=CC=CC=2)(C2C=CC=CC=2)C2C=CC=CC=2)[P](C2C=CC=CC=2)(C2C=CC=CC=2)C2C=CC=CC=2)(C2C=CC=CC=2)C2C=CC=CC=2)=CC=1.C1(C)C=CC=CC=1>[CH2:11]([O:18][C:19]1[C:20]([C:5]2[CH:6]=[CH:7][C:2]([OH:1])=[CH:3][CH:4]=2)=[CH:21][C:22]([C:23]([O:25][CH3:26])=[O:24])=[CH:27][CH:28]=1)[C:12]1[CH:17]=[CH:16][CH:15]=[CH:14][CH:13]=1 |f:2.3.4,^1:41,43,62,81|. Reported procedure: (4-Hydroxyphenyl)boronic acid (5.0 g, 36.3 mmol), methyl 4-benzyloxy-3-bromobenzoate (7.0 g, 21.8 mmol) and cesium carbonate (18.0 g, 55.2 mmol) were added to a mixed solution of methanol (50 mL) and toluene (100 mL), the air was substituted with argon gas, and tetrakis(triphenylphosphine)palladium(0) (0.45 g, 0.39 mmol) was added. The reaction mixture was stirred under an argon atmosphere at 70° C. for 2 days. After cooling the reaction mixture, the insoluble material was filtered off through c... Starting materials: CC(=O)NC(=S)c1ccccc1, Cl, Cl, CN1CCC(C#N)(NC(=O)C(N)CC2CCCCC2)CC1. Product: CC(=O)N=C(NC(CC1CCCCC1)C(=O)NC1(C#N)CCN(C)CC1)c1ccccc1. RXN SMILES: [C:1]([CH3:2])(=[O:3])[NH:4][C:5]([c:6]1[cH:7][cH:8][cH:9][cH:10][cH:11]1)=[S:12].[ClH:13].[ClH:14].[NH2:15][CH:16]([C:17](=[O:18])[NH:19][C:20]1([C:27]#[N:28])[CH2:21][CH2:22][N:23]([CH3:26])[CH2:24][CH2:25]1)[CH2:29][CH:30]1[CH2:31][CH2:32][CH2:33][CH2:34][CH2:35]1>>[C:1]([CH3:2])(=[O:3])[N:4]=[C:5]([c:6]1[cH:7][cH:8][cH:9][cH:10][cH:11]1)[NH:15][CH:16]([C:17](=[O:18])[NH:19][C:20]1([C:27]#[N:28])[CH2:21][CH2:22][N:23]([CH3:26])[CH2:24][CH2:25]1)[CH2:29][CH:30]1[CH2:31][CH2:32][CH2:33][CH2:34][CH2:35]1.